Dataset: the Open Reaction Database (ORD), a public repository of structured organic reaction records. Task: describe an organic reaction: reactants, conditions, products, and yield Starting materials: O=C(C=CCCC=1C=C(OC1)[Si](C)(C)C)CCCCCCCCCCC (4-(5-oxo-3-hexadecenyl)-2-trimethylsilylfuran), [H][H] (hydrogen). The reagents and catalysts are [Pt]=O (platinum oxide). The solvent is C(C)(=O)OCC (ethyl acetate). Conditions: time 2 hour. Yields the product O=C(CCCCC=1C=C(OC1)[Si](C)(C)C)CCCCCCCCCCC (4-(5-Oxohexadecyl)-2-trimethylsilylfuran). RXN SMILES: [O:1]=[C:2]([CH2:16][CH2:17][CH2:18][CH2:19][CH2:20][CH2:21][CH2:22][CH2:23][CH2:24][CH2:25][CH3:26])[CH:3]=[CH:4][CH2:5][CH2:6][C:7]1[CH:8]=[C:9]([Si:12]([CH3:15])([CH3:14])[CH3:13])[O:10][CH:11]=1.[H][H]>C(OCC)(=O)C.[Pt]=O>[O:1]=[C:2]([CH2:16][CH2:17][CH2:18][CH2:19][CH2:20][CH2:21][CH2:22][CH2:23][CH2:24][CH2:25][CH3:26])[CH2:3][CH2:4][CH2:5][CH2:6][C:7]1[CH:8]=[C:9]([Si:12]([CH3:13])([CH3:15])[CH3:14])[O:10][CH:11]=1. Procedure: To 4-(5-oxo-3-hexadecenyl)-2-trimethylsilylfuran (98 mg, 0.261 mmol), prepared as in Example 3, in ethyl acetate (2 ml) was added platinum oxide (10 mg, 0.044 mmol). This mixture was subjected to one atmosphere of hydrogen at room temperature with stirring for 21/2 hours. The reaction mixture was filtered and concentrated to give a yellow oil. Purification by flash chromatography (silica, 3% ethyl ether/hexane) gave the desired ketone. Reactants: C1CCC2=NCCCN2CC1, C1CCOC1, CCO, CS(=O)c1nc(N)nc(-c2ccco2)c1I. Product: CCOc1nc(N)nc(-c2ccco2)c1I. RXN SMILES: [CH2:20]1[CH2:21][CH2:22][C:23]2=[N:28][CH2:27][CH2:26][CH2:25][N:24]2[CH2:29][CH2:30]1.[CH2:31]1[O:32][CH2:33][CH2:34][CH2:35]1.[CH3:17][CH2:18][OH:19].[o:1]1[c:2](-[c:6]2[n:7][c:8]([NH2:16])[n:9][c:10]([S:13]([CH3:14])=[O:15])[c:11]2[I:12])[cH:3][cH:4][cH:5]1>>[o:1]1[c:2](-[c:6]2[n:7][c:8]([NH2:16])[n:9][c:10]([O:19][CH2:18][CH3:17])[c:11]2[I:12])[cH:3][cH:4][cH:5]1. The reactants are OCC=1N(/C(/SC1C)=N/C(=O)C12CC3CC2CC(C1)C3)CCOC (N-[(2Z)-4-(hydroxymethyl)-3-(2-methoxyethyl)-5-methyl-1,3-thiazol-2(3H)-ylidene]hexahydro-2,5-methanopentalene-3a(1H)-carboxamide), [H-].[Na+] (sodium hydride), CI (methyl iodide), O1CCCC1 (tetrahydrofuran). Conditions: time 8 hour. Product: C(C)(=O)[O-].[NH4+] (ammonium acetate), COCCN1/C(/SC(=C1COC)C)=N/C(=O)C12CC3CC2CC(C1)C3 (N-[(2Z)-3-(2-methoxyethyl)-4-(methoxymethyl)-5-methyl-1,3-thiazol-2(3H)-ylidene]hexahydro-2,5-methanopentalene-3a(1H)-carboxamide). RXN SMILES: [OH:1][CH2:2][C:3]1[N:4]([CH2:21][CH2:22][O:23][CH3:24])/[C:5](=[N:9]/[C:10]([C:12]23[CH2:19][CH:18]4[CH2:20][CH:14]([CH2:15][CH:16]2[CH2:17]4)[CH2:13]3)=[O:11])/[S:6][C:7]=1[CH3:8].[H-].[Na+].CI.[O:29]1CCC[CH2:30]1>>[C:22]([O-:23])(=[O:29])[CH3:21].[NH4+:4].[CH3:24][O:23][CH2:22][CH2:21][N:4]1[C:3]([CH2:2][O:1][CH3:30])=[C:7]([CH3:8])[S:6]/[C:5]/1=[N:9]\[C:10]([C:12]12[CH2:19][CH:18]3[CH2:20][CH:14]([CH2:15][CH:16]1[CH2:17]3)[CH2:13]2)=[O:11] |f:1.2,5.6|. Procedure details: To a solution of Example 128 (32.0 mg, 0.09 mmol) in tetrahydrofuran (3 mL) was added sodium hydride (Aldrich, 3.7 mg, 0.15 mmol) and methyl iodide (Aldrich, 15.6 mg, 0.11 mmol). The reaction mixture was stirred at room temperature overnight then quenched with saturated aqueous NaHCO3 and extracted with ethyl acetate. The combined organic extracts were dried over anhydrous Na2SO4, filtered and concentrated under reduced pressure. The residue was purified by preparative high pressure liquid chrom... Reactants: C(C)N(C(CC=1C(=NN2C1N=C(C=C2C)C)C2=CC=C(C=C2)O)=O)CC (N,N-Diethyl-2-[2-(4-hydroxy-phenyl)-5,7-dimethyl-pyrazolo[1,5-a]pyrimidin-3-yl]acetamide), [Na+].[I-] (NaI), chloroamine-T hydrate. Run in CO (MeOH). Run at time 1 hour. The product is C(C)N(C(CC=1C(=NN2C1N=C(C=C2C)C)C2=CC(=C(C=C2)O)I)=O)CC (N,N-Diethyl-2-[2-(4-hydroxy-3-iodophenyl)-5,7-dimethylpyrazolo[1,5-a]pyrimidin-3-yl]acetamide). The yield is 44.8%. Reaction SMILES: [CH2:1]([N:3]([CH2:25][CH3:26])[C:4](=[O:24])[CH2:5][C:6]1[C:7]([C:17]2[CH:22]=[CH:21][C:20]([OH:23])=[CH:19][CH:18]=2)=[N:8][N:9]2[C:14]([CH3:15])=[CH:13][C:12]([CH3:16])=[N:11][C:10]=12)[CH3:2].[Na+].[I-:28]>CO>[CH2:25]([N:3]([CH2:1][CH3:2])[C:4](=[O:24])[CH2:5][C:6]1[C:7]([C:17]2[CH:18]=[CH:19][C:20]([OH:23])=[C:21]([I:28])[CH:22]=2)=[N:8][N:9]2[C:14]([CH3:15])=[CH:13][C:12]([CH3:16])=[N:11][C:10]=12)[CH3:26] |f:1.2|. Procedure: To a solution of 3 (100 mg, 0.28 mmol) in MeOH (15 mL) was added NaI (52 mg, 0.35 mmol) and chloroamine-T hydrate (80 mg, 0.35 mmol). The reaction mixture was stirred for 1 h and then concentrated under vacuum. The residue was purified by column chromatography (CH2Cl2/MeOH, 20:1 (v/v), as eluent) to yield 4 (60 mg, 45% yield). 1H NMR (CD3OD, 400 MHz) δ 1.16 (t, J=7.2 Hz, 3H), 1.29 (t, J=7.2 Hz, 3H), 2.57 (s, 3H), 2.76 (s, 3H), 3.44 (q, J=7.2 Hz, 2H), 3.59 (q, J=7.2 Hz, 2H), 3.97 (s, 2H), 6.80 (s... As a reaction SMILES: [CH3:1][S:2]([C:5]1[CH:17]=[CH:16][C:8]([CH2:9]P(=O)(OC)OC)=[CH:7][CH:6]=1)(=[O:4])=[O:3].[H-].[Na+].C([O:23][CH2:24][CH2:25][N:26]([CH3:35])[C:27]1[CH:34]=[CH:33][C:30]([CH:31]=O)=[CH:29][CH:28]=1)(=O)C>COCCOC>[OH:23][CH2:24][CH2:25][N:26]([CH3:35])[C:27]1[CH:34]=[CH:33][C:30]([CH:31]=[CH:9][C:8]2[CH:7]=[CH:6][C:5]([S:2]([CH3:1])(=[O:3])=[O:4])=[CH:17][CH:16]=2)=[CH:29][CH:28]=1 |f:1.2|. The product is OCCN(C1=CC=C(C=CC2=CC=C(C=C2)S(=O)(=O)C)C=C1)C (4'-[(2-Hydroxyethyl)methylamino]-4-methylsulfonylstilbene). Reported procedure: A solution of dimethyl 4-methylsulfonylbenzylphosphonate prepared as described in Ulman et al U.S. Pat. No. 4,792,208 (6.29 g, 22.6 mmol), 60% sodium hydride dispersion (1.35 g, 33.9 mmol) and 50 mL of dry 1,2-dimethoxyethane (DME) under nitrogen was treated with a solution of 4-[(2-acetoxyethyl)methylamino]benzaldehyde (5.00 g, 22.6 mmol, Example 5) in 50 mL of DME. The resulting mixture was heated at reflux for 16 hr, then cooled and poured onto 300 g of ice. The resulting yellow solid was fil... The solvent is COCCOC (DME), COCCOC (1,2-dimethoxyethane). Reactants: 4,792,208, [H-].[Na+] (sodium hydride), C(C)(=O)OCCN(C1=CC=C(C=O)C=C1)C (4-[(2-Acetoxyethyl)methylamino]benzaldehyde), CS(=O)(=O)C1=CC=C(CP(OC)(OC)=O)C=C1 (dimethyl 4-methylsulfonylbenzylphosphonate), ice. The reactants are Cc1ccc(S(=O)(=O)n2ccc3nc4c(N)nc5ccccc5c4n32)cc1, CC[O-], COC(C)(C)C, CCO, [Na+]. The product is Nc1nc2ccccc2c2c1nc1cc[nH]n12. As a reaction SMILES: [CH3:1][c:2]1[cH:3][cH:4][c:5]([S:6](=[O:7])(=[O:8])[n:11]2[cH:12][cH:13][c:14]3[n:15]2[c:16]2[c:17]([c:18]([NH2:26])[n:19][c:20]4[cH:21][cH:22][cH:23][cH:24][c:25]24)[n:27]3)[cH:9][cH:10]1.[CH3:29][CH2:30][O-:31].[CH3:32][O:33][C:34]([CH3:35])([CH3:36])[CH3:37].[CH3:38][CH2:39][OH:40].[Na+:28]>>[nH:11]1[cH:12][cH:13][c:14]2[n:15]1[c:16]1[c:17]([c:18]([NH2:26])[n:19][c:20]3[cH:21][cH:22][cH:23][cH:24][c:25]13)[n:27]2. Starting materials: CCOC=C(C(=O)OCC)C(=O)OCC, CCn1nc(C)cc1N, CCO. Product: CCOC(=O)C(=CNc1cc(C)nn1CC)C(=O)OCC. As a reaction SMILES: [CH2:10]([CH3:11])[O:12][C:13]([C:14]([C:15](=[O:16])[O:17][CH2:18][CH3:19])=[CH:20][O:21][CH2:22][CH3:23])=[O:24].[CH2:1]([CH3:2])[n:3]1[n:4][c:5]([CH3:9])[cH:6][c:7]1[NH2:8].[CH3:25][CH2:26][OH:27]>>[CH2:1]([CH3:2])[n:3]1[n:4][c:5]([CH3:9])[cH:6][c:7]1[NH:8][CH:20]=[C:14]([C:13]([O:12][CH2:10][CH3:11])=[O:24])[C:15](=[O:16])[O:17][CH2:18][CH3:19]. Product: C=CCC(C(=O)OCC)C(=O)OC(C)(C)C. The reactants are O=C([O-])[O-], CCOC(=O)CC(=O)OC(C)(C)C, C=CCBr, CN(C)C=O, [K+], [K+], O. RXN SMILES: [C:1](=[O:2])([O-:3])[O-:4].[C:7]([CH2:8][C:9](=[O:10])[O:11][CH2:12][CH3:13])(=[O:14])[O:15][C:16]([CH3:17])([CH3:18])[CH3:19].[CH2:20]([CH:21]=[CH2:22])[Br:23].[CH3:24][N:25]([CH3:26])[CH:27]=[O:28].[K+:5].[K+:6].[OH2:29]>>[C:7]([CH:8]([C:9](=[O:10])[O:11][CH2:12][CH3:13])[CH2:22][CH:21]=[CH2:20])(=[O:14])[O:15][C:16]([CH3:17])([CH3:18])[CH3:19]. Starting materials: CN(C)CN1C=NC=C1 (1-(dimethylaminomethyl)imidazole), C(CCC)[Li] (n-butyl lithium), hexanes, BrC1=C(C=CC(=C1)C(C)C)N(CC)C1=NC(=CC(=N1)C(=O)OC)C (Methyl 2-(N-(2-bromo-4-(1-methylethyl)-phenyl)-N-ethylamino)-6-methyl-4-pyrimidinecarboxylate), Cl (HCl), [OH-].[Na+] (NaOH). The solvent is C(C)OCC (diethyl ether), CO (methanol), C(Cl)(Cl)Cl (chloroform). Conditions: temperature -78 celsius, time 1 hour. Yields the product BrC1=C(C=CC(=C1)C(C)C)N(C1=NC(=CC(=N1)C(=O)C=1NC=CN1)C)CC (N-(2-bromo-4-(1-methylethyl)phenyl)-N-ethyl-4-(2-imidazolyl)carbonyl-6-methylpyrimidinamine). The yield is 42.0%. As a reaction SMILES: CN(C[N:5]1[CH:9]=[CH:8][N:7]=[CH:6]1)C.C([Li])CCC.[Br:15][C:16]1[CH:21]=[C:20]([CH:22]([CH3:24])[CH3:23])[CH:19]=[CH:18][C:17]=1[N:25]([C:28]1[N:33]=[C:32]([C:34](OC)=[O:35])[CH:31]=[C:30]([CH3:38])[N:29]=1)[CH2:26][CH3:27].Cl.[OH-].[Na+]>C(OCC)C.CO.C(Cl)(Cl)Cl>[Br:15][C:16]1[CH:21]=[C:20]([CH:22]([CH3:23])[CH3:24])[CH:19]=[CH:18][C:17]=1[N:25]([CH2:26][CH3:27])[C:28]1[N:33]=[C:32]([C:34]([C:6]2[NH:5][CH:9]=[CH:8][N:7]=2)=[O:35])[CH:31]=[C:30]([CH3:38])[N:29]=1 |f:4.5|. Procedure: To a solution of 1-(dimethylaminomethyl)imidazole (0.63 g, 5 mmol) in anhydrous diethyl ether (50 mL) at −78° C. under a nitrogen atmosphere was added a solution of n-butyl lithium in hexanes (2.4 M, 2.1 mL, 5 mmol) dropwise and the pale yellow suspension was stirred at −78° C. for 1 h. Methyl 2-(N-(2-bromo-4-(1-methylethyl)-phenyl)-N-ethylamino)-6-methyl-4-pyrimidinecarboxylate (Example 18) (1.47 g, 5 mmol) was added in one portion and the reaction mixture was warmed to room temperature over 23... RXN SMILES: [Br:1][C:2]1[CH:3]=[C:4]2[CH2:16][CH2:15][CH:14]([CH2:17][C:18]([OH:20])=O)[N:6]3[C:7](=[O:13])[C:8](=[O:12])[NH:9][C:10]([CH:11]=1)=[C:5]23.[C:21]([C:23]1[CH:29]=[CH:28][C:26]([NH2:27])=[CH:25][CH:24]=1)#[N:22]>>[Br:1][C:2]1[CH:3]=[C:4]2[CH2:16][CH2:15][CH:14]([CH2:17][C:18](=[O:20])[NH:27][C:26]3[CH:28]=[CH:29][C:23]([C:21]#[N:22])=[CH:24][CH:25]=3)[N:6]3[C:7](=[O:13])[C:8](=[O:12])[NH:9][C:10]([CH:11]=1)=[C:5]23. Starting materials: BrC=1C=C2C=3N(C(C(NC3C1)=O)=O)C(CC2)CC(=O)O (9-bromo-5-carboxymethyl-6,7-dihydro-1H, 5H-pyrido[1,2,3-de]quinoxaline-2,3-dione), C(#N)C1=CC=C(N)C=C1 (p-cyanoaniline). Yields the product BrC=1C=C2C=3N(C(C(NC3C1)=O)=O)C(CC2)CC(NC2=CC=C(C=C2)C#N)=O (9-Bromo-5-(p-cyanophenylcarbamoylmethyl)-6,7-dihydro-1H, 5H-pyrido[1,2,3-de]quinoxaline-2,3-dione). Procedure details: A procedure similar to that described in Example 52 was carried out with 9-bromo-5-carboxymethyl-6,7-dihydro-1H, 5H-pyrido[1,2,3-de]quinoxaline-2,3-dione (170 mg, 0.5 mmol) and p-cyanoaniline (60 mg, 0.51 mmol) to give 90 mg of the title compound (41%): mp>270° C.; 1H NMR (270 MHz, DMSO-d6) δ12.06 (s, 1H), 10.44 (s, 1H), 7.77 (d, 2H, J=9.2 Hz), 7.74 (d, 2H, J=9.2 Hz), 7.23 (bs, 1H), 7.17 (bs, 1H), 5.18~5.26 (m, 1H), 3.03 (ddd, 1H, J=17.1, 13.5, 4.5 Hz), 2.83 (dm, 1H, J=17.1Hz), 2.65(d, 2H, J=7.6... Yield: 41.0%.